Dataset: the Open Reaction Database (ORD), a public repository of structured organic reaction records. Task: describe an organic reaction: reactants, conditions, products, and yield Reactants: IC1=C(C=CC=C1)C(=O)N=C=S (2-iodo-1-benzenecarbonyl isothiocyanate), IC1=C(C=CC=C1)C(=O)Cl (2-iodo-1-benzenecarbonyl chloride), COC=1C=C2C(=CC=NC2=CC1OC)OC1=C(C=C(N)C=C1)F (4-[(6,7-Dimethoxy-4-quinolyl)oxy]-3-fluoroaniline). The solvent is C(C)O (ethanol), C(C)O (ethanol), C1(=CC=CC=C1)C (toluene). Conditions: time 2 hour. Product: IC1=C(C=CC=C1)C(=O)N=C=S (2-Iodo-1-benzenecarbonyl isothiocyanate), COC=1C=C2C(=CC=NC2=CC1OC)OC1=C(C=C(C=C1)NC(=S)NC(C1=C(C=CC=C1)I)=O)F (N-{4-[(6,7-Dimethoxy-4-quinolyl)oxy]-3-fluorophenyl}-N′-(2-iodobenzoyl)thiourea). Isolated yield 90.0%. RXN SMILES: IC1C=CC=CC=1C(Cl)=O.[CH3:11][O:12][C:13]1[CH:14]=[C:15]2[C:20](=[CH:21][C:22]=1[O:23][CH3:24])[N:19]=[CH:18][CH:17]=[C:16]2[O:25][C:26]1[CH:32]=[CH:31][C:29]([NH2:30])=[CH:28][C:27]=1[F:33].[I:34][C:35]1[CH:40]=[CH:39][CH:38]=[CH:37][C:36]=1[C:41]([N:43]=[C:44]=[S:45])=[O:42]>C1(C)C=CC=CC=1.C(O)C>[I:34][C:35]1[CH:40]=[CH:39][CH:38]=[CH:37][C:36]=1[C:41]([N:43]=[C:44]=[S:45])=[O:42].[CH3:11][O:12][C:13]1[CH:14]=[C:15]2[C:20](=[CH:21][C:22]=1[O:23][CH3:24])[N:19]=[CH:18][CH:17]=[C:16]2[O:25][C:26]1[CH:32]=[CH:31][C:29]([NH:30][C:44]([NH:43][C:41](=[O:42])[C:36]2[CH:37]=[CH:38][CH:39]=[CH:40][C:35]=2[I:34])=[S:45])=[CH:28][C:27]=1[F:33]. Reported procedure: 2-Iodo-1-benzenecarbonyl isothiocyanate was prepared using commercially available 2-iodo-1-benzenecarbonyl chloride (80 mg) as a starting compound according to the description of the literature. 4-[(6,7-Dimethoxy-4-quinolyl)oxy]-3-fluoroaniline (50 mg) was dissolved in toluene (5 ml) and ethanol (1 ml) to prepare a solution. A solution of 2-iodo-1-benzenecarbonyl isothiocyanate in ethanol (1 ml) was then added to the solution, and the mixture was stirred at room temperature for 2 hr. The reactio... Starting materials: C1=C/C(=C/NCCN/C=C/2\C(=O)C=CC=C2)/C(=O)C=C1 (SALEN ligand), O (water). Solvent: C(C)(=O)O (acetic acid). Product: C(C=1C(O)=CC=CC1)=NCCN=CC=1C(O)=CC=CC1 (N,N′-bis(salicylidene)ethylenediamine). Reaction SMILES: [CH:1]1[CH:20]=[CH:19][C:17](=[O:18])/[C:3](=[CH:4]\[NH:5][CH2:6][CH2:7][NH:8]/[CH:9]=[C:10]2\[C:11]([CH:13]=[CH:14][CH:15]=[CH:16]\2)=[O:12])/[CH:2]=1.O>C(O)(=O)C>[CH:4](=[N:5][CH2:6][CH2:7][N:8]=[CH:9][C:10]1[C:11](=[CH:13][CH:14]=[CH:15][CH:16]=1)[OH:12])[C:3]1[C:17](=[CH:19][CH:20]=[CH:1][CH:2]=1)[OH:18]. Procedure details: Approximately 1 mmol of SALEN ligand dissolved in acetic acid solution was loaded into each reactor tube of the Multiclave™, and 5 ml of 4:1 (weight ratio) water/EO was added at 100° C. The results are shown in Table 3. The reactants are COC(=O)c1ccc(CC(C(=O)O)c2ccc(C3CCCCC3)cc2)cc1, Cc1ccccc1, O=S(Cl)Cl. The product is COC(=O)c1ccc(CC(C(=O)Cl)c2ccc(C3CCCCC3)cc2)cc1. As a reaction SMILES: [CH3:1][O:2][C:3]([c:4]1[cH:5][cH:6][c:7]([CH2:10][CH:11]([c:12]2[cH:13][cH:14][c:15]([CH:18]3[CH2:19][CH2:20][CH2:21][CH2:22][CH2:23]3)[cH:16][cH:17]2)[C:24](=[O:25])[OH:26])[cH:8][cH:9]1)=[O:27].[CH3:32][c:33]1[cH:34][cH:35][cH:36][cH:37][cH:38]1.[S:28]([Cl:29])([Cl:30])=[O:31]>>[CH3:1][O:2][C:3]([c:4]1[cH:5][cH:6][c:7]([CH2:10][CH:11]([c:12]2[cH:13][cH:14][c:15]([CH:18]3[CH2:19][CH2:20][CH2:21][CH2:22][CH2:23]3)[cH:16][cH:17]2)[C:24](=[O:25])[Cl:30])[cH:8][cH:9]1)=[O:27]. Procedure: According to Scheme 1 Step 2: K2CO3 (10 eq, 0.11 mmol, 16.0 g) and 1-(bromomethyl)-4-chloro-2-fluorobenzene (1.5 eq, 17.0 mmol, 3.90 g) was added to a solution of 5-bromopyridin-2(1H)-one (1 eq, 11.0 mmol, 2.00 g), in THF (100 mL). The suspension was stirred for 2 hours at room temperature and 17 hours at 60° C. The reaction mixture was filtered and the mother liquor was concentrated under reduced pressure. The crude product was purified by flash chromatography over silica gel (AIT Flashsmart pr... RXN SMILES: C([O-])([O-])=O.[K+].[K+].Br[CH2:8][C:9]1[CH:14]=[CH:13][C:12]([Cl:15])=[CH:11][C:10]=1[F:16].[Br:17][C:18]1[CH:19]=[CH:20][C:21](=[O:24])[NH:22][CH:23]=1>C1COCC1>[Cl:15][C:12]1[CH:13]=[CH:14][C:9]([CH2:8][N:22]2[CH:23]=[C:18]([Br:17])[CH:19]=[CH:20][C:21]2=[O:24])=[C:10]([F:16])[CH:11]=1 |f:0.1.2|. Reaction conditions: temperature 60 celsius, time 17 hour. Solvent: C1CCOC1 (THF). Yield: 82.7%. Yields the product ClC1=CC(=C(CN2C(C=CC(=C2)Br)=O)C=C1)F (1-(4-chloro-2-fluorobenzyl)-5-bromopyridin-2(1H)-one). The reactants are C(=O)([O-])[O-].[K+].[K+] (K2CO3), BrCC1=C(C=C(C=C1)Cl)F (1-(bromomethyl)-4-chloro-2-fluorobenzene), BrC=1C=CC(NC1)=O (5-bromopyridin-2(1H)-one).